From a dataset of the Open Reaction Database (ORD), a public repository of structured organic reaction records. describe an organic reaction: reactants, conditions, products, and yield Reactants: C1CCOC1, C[Si](C)(C)[N-][Si](C)(C)C, N#CC1CC1, Fc1ccc(F)nc1, [K+]. Yields the product N#CC1(c2ccc(F)cn2)CC1. Reaction SMILES: [CH2:24]1[O:25][CH2:26][CH2:27][CH2:28]1.[CH3:7][Si:8]([N-:9][Si:10]([CH3:11])([CH3:12])[CH3:13])([CH3:14])[CH3:15].[CH:1]1([C:4]#[N:5])[CH2:2][CH2:3]1.[F:16][c:17]1[n:18][cH:19][c:20]([F:23])[cH:21][cH:22]1.[K+:6]>>[C:1]1([C:4]#[N:5])([c:17]2[n:18][cH:19][c:20]([F:23])[cH:21][cH:22]2)[CH2:2][CH2:3]1. Reactants: C(C)(C)(C)OC(=O)N1CCC(CC1)C1CC(=NO1)C1=NC(=NC(=C1)C(NCC1=CC(=C(C=C1)F)OC)=O)C (Tert-butyl-4-(3-(6-(4-fluoro-3-methoxybenzylcarbamoyl)-2-methylpyrimidin-4-yl)-4,5-dihydroisoxazol-5-yl)piperidine-1-carboxylate), Cl (HCl). Solvent: O1CCOCC1 (1,4-dioxane). The product is Cl.FC1=C(C=C(CNC(=O)C2=NC(=NC(=C2)C2=NOC(C2)C2CCNCC2)C)C=C1)OC (N-(4-fluoro-3-methoxybenzyl)-2-methyl-6-(5-(piperidin-4-yl)-4,5-dihydroisoxazol-3-yl)pyrimidine-4-carboxamide hydrochloride). The yield is 82.0%. As a reaction SMILES: C(OC([N:8]1[CH2:13][CH2:12][CH:11]([CH:14]2[O:18][N:17]=[C:16]([C:19]3[CH:24]=[C:23]([C:25](=[O:37])[NH:26][CH2:27][C:28]4[CH:33]=[CH:32][C:31]([F:34])=[C:30]([O:35][CH3:36])[CH:29]=4)[N:22]=[C:21]([CH3:38])[N:20]=3)[CH2:15]2)[CH2:10][CH2:9]1)=O)(C)(C)C.[ClH:39]>O1CCOCC1>[ClH:39].[F:34][C:31]1[CH:32]=[CH:33][C:28]([CH2:27][NH:26][C:25]([C:23]2[CH:24]=[C:19]([C:16]3[CH2:15][CH:14]([CH:11]4[CH2:10][CH2:9][NH:8][CH2:13][CH2:12]4)[O:18][N:17]=3)[N:20]=[C:21]([CH3:38])[N:22]=2)=[O:37])=[CH:29][C:30]=1[O:35][CH3:36] |f:3.4|. Procedure details: Tert-butyl-4-(3-(6-(4-fluoro-3-methoxybenzylcarbamoyl)-2-methylpyrimidin-4-yl)-4,5-dihydroisoxazol-5-yl)piperidine-1-carboxylate (0.3 g, 0.569 mmol, G.1.18) was dissolved in 4N 1,4-dioxane.HCl (5 mL) and stirred at RT for about 1 h. Excess solvent was removed in vacuo and the crude material was triturated with ether (2×10 mL) to afford N-(4-fluoro-3-methoxybenzyl)-2-methyl-6-(5-(piperidin-4-yl)-4,5-dihydroisoxazol-3-yl)pyrimidine-4-carboxamide hydrochloride as a white solid 0.2 g (82%). LC/MS (T... The reactants are C(C)OC(=O)C=1NC2=CC(=CC=C2C1)OC1=NC=C(C=C1)N (6-(5-aminopyridin-2-yloxy)-1H-indole-2-carboxylic acid ethyl ester), C(C)(=O)OC(C)=O (acetic anhydride), O (Water). The solvent is N1=CC=CC=C1 (pyridine). Run at time 2 hour. Product: C(C)OC(=O)C=1NC2=CC(=CC=C2C1)OC1=NC=C(C=C1)NC(C)=O (6-(5-acetylaminopyridin-2-yloxy)-1H-indole-2-carboxylic acid ethyl ester). Yield: 29.1%. As a reaction SMILES: [CH2:1]([O:3][C:4]([C:6]1[NH:7][C:8]2[C:13]([CH:14]=1)=[CH:12][CH:11]=[C:10]([O:15][C:16]1[CH:21]=[CH:20][C:19]([NH2:22])=[CH:18][N:17]=1)[CH:9]=2)=[O:5])[CH3:2].[C:23](OC(=O)C)(=[O:25])[CH3:24].O>N1C=CC=CC=1>[CH2:1]([O:3][C:4]([C:6]1[NH:7][C:8]2[C:13]([CH:14]=1)=[CH:12][CH:11]=[C:10]([O:15][C:16]1[CH:21]=[CH:20][C:19]([NH:22][C:23](=[O:25])[CH3:24])=[CH:18][N:17]=1)[CH:9]=2)=[O:5])[CH3:2]. Reported procedure: To a solution of 6-(5-aminopyridin-2-yloxy)-1H-indole-2-carboxylic acid ethyl ester (2.6 g, 8.6 mmol) in pyridine (13 mL) was added acetic anhydride (2.2 g, 21 mmol) under ice cooling and the mixture was stirred for 2 hours. Water (30 mL) was added to the reaction mixture and extracted with AcOEt, the organic layer was washed with 2 M HCl, saturated aqueous NaHCO3 and brine, dried over anhydrous sodium sulfate and evaporated. The residue was crystallized with 2-propyl alcohol and filtrated to gi... RXN SMILES: [C:1]([C:4]1[CH2:5][CH2:6][N:7](CC2C=CC=CC=2)[CH2:8][CH:9]=1)(=[O:3])[CH3:2].[CH2:17]([O:24][C:25](Cl)=[O:26])[C:18]1[CH:23]=[CH:22][CH:21]=[CH:20][CH:19]=1>C1(C)C=CC=CC=1>[C:1]([C:4]1[CH2:9][CH2:8][N:7]([C:25]([O:24][CH2:17][C:18]2[CH:23]=[CH:22][CH:21]=[CH:20][CH:19]=2)=[O:26])[CH2:6][CH:5]=1)(=[O:3])[CH3:2]. Reported procedure: To a solution of 4-acetyl-1-benzyl-1,2,3,6-tetrahydropyridine (9.63 g) and benzyloxycarbonyl chloride (9.06 ml) in toluene was heated at 85° C. for 8 hours. After the solvent was removed in vacuo, the residual solution was dissolved in ethyl acetate (100 ml), washed with saturated aqueous sodium hydrogen carbonate (100 ml×3) and brine (100 ml) successively. The organic layer was separated, dried over magnesium sulfate and concentrated in vacuo to give an oil, which was chromatographed on silica ... Yields the product C(C)(=O)C=1CCN(CC1)C(=O)OCC1=CC=CC=C1 (4-acetyl-1-benzyloxycarbonyl-1,2,3,6-tetrahydropyridine). Reactants: C(C)(=O)C=1CCN(CC1)CC1=CC=CC=C1 (4-acetyl-1-benzyl-1,2,3,6-tetrahydropyridine), C(C1=CC=CC=C1)OC(=O)Cl (benzyloxycarbonyl chloride). The solvent is C1(=CC=CC=C1)C (toluene). Reactants: CCOC(=O)c1cc2ccc(C(F)C(N)=O)cc2s1, C1CCOC1, CO, Cl, [Li+], [OH-]. Yields the product NC(=O)C(F)c1ccc2cc(C(=O)O)sc2c1. Reaction SMILES: [CH2:1]([CH3:2])[O:3][C:4](=[O:5])[c:6]1[cH:7][c:8]2[c:9]([s:10]1)[cH:11][c:12]([CH:15]([F:16])[C:17]([NH2:18])=[O:19])[cH:13][cH:14]2.[CH2:25]1[O:26][CH2:27][CH2:28][CH2:29]1.[CH3:23][OH:24].[ClH:22].[Li+:21].[OH-:20]>>[O:3]=[C:4]([OH:5])[c:6]1[cH:7][c:8]2[c:9]([s:10]1)[cH:11][c:12]([CH:15]([F:16])[C:17]([NH2:18])=[O:19])[cH:13][cH:14]2. The reactants are CC(C)(C)OC(=O)CCc1nccc2c(-c3noc(-c4ccc(N5CCC(F)C5)c(C#N)c4)n3)cccc12, Cl, C1COCCO1. Product: N#Cc1cc(-c2nc(-c3cccc4c(CCC(=O)O)nccc34)no2)ccc1N1CCC(F)C1. As a reaction SMILES: [C:1](#[N:2])[c:3]1[cH:4][c:5](-[c:15]2[n:16][c:17](-[c:20]3[c:21]4[cH:22][cH:23][n:24][c:25]([CH2:30][CH2:31][C:32](=[O:33])[O:34][C:35]([CH3:36])([CH3:37])[CH3:38])[c:26]4[cH:27][cH:28][cH:29]3)[n:18][o:19]2)[cH:6][cH:7][c:8]1[N:9]1[CH2:10][CH:11]([F:14])[CH2:12][CH2:13]1.[ClH:39].[O:40]1[CH2:41][CH2:42][O:43][CH2:44][CH2:45]1>>[C:1](#[N:2])[c:3]1[cH:4][c:5](-[c:15]2[n:16][c:17](-[c:20]3[c:21]4[cH:22][cH:23][n:24][c:25]([CH2:30][CH2:31][C:32](=[O:33])[OH:34])[c:26]4[cH:27][cH:28][cH:29]3)[n:18][o:19]2)[cH:6][cH:7][c:8]1[N:9]1[CH2:10][CH:11]([F:14])[CH2:12][CH2:13]1. The reactants are O=S(=O)(Cl)CCCCl, Nc1cc(C(F)(F)F)cc(C(F)(F)F)c1, c1ccncc1. The product is O=S(=O)(CCCCl)Nc1cc(C(F)(F)F)cc(C(F)(F)F)c1. RXN SMILES: [Cl:1][CH2:2][CH2:3][CH2:4][S:5](=[O:6])(=[O:7])[Cl:8].[F:9][C:10]([c:11]1[cH:12][c:13]([NH2:14])[cH:15][c:16]([C:18]([F:19])([F:20])[F:21])[cH:17]1)([F:22])[F:23].[cH:24]1[cH:25][cH:26][n:27][cH:28][cH:29]1>>[Cl:1][CH2:2][CH2:3][CH2:4][S:5](=[O:6])(=[O:7])[NH:14][c:13]1[cH:12][c:11]([C:10]([F:9])([F:22])[F:23])[cH:17][c:16]([C:18]([F:19])([F:20])[F:21])[cH:15]1. The reactants are [Br-], CCCC(C(=O)OCC)c1c(C)nc2c(Br)cnn2c1Cl, [Cl-], [NH4+], C1CCOC1, O, Cc1ccc([Mg+])cc1. Product: CCCC(C(=O)OCC)c1c(C)nc2c(Br)cnn2c1-c1ccc(C)cc1. RXN SMILES: [Br-:22].[Br:1][c:2]1[cH:3][n:4][n:5]2[c:6]1[n:7][c:8]([CH3:21])[c:9]([CH:12]([C:13](=[O:14])[O:15][CH2:16][CH3:17])[CH2:18][CH2:19][CH3:20])[c:10]2[Cl:11].[Cl-:31].[NH4+:32].[O:34]1[CH2:35][CH2:36][CH2:37][CH2:38]1.[OH2:33].[c:23]1([CH3:30])[cH:24][cH:25][c:26]([Mg+:29])[cH:27][cH:28]1>>[Br:1][c:2]1[cH:3][n:4][n:5]2[c:6]1[n:7][c:8]([CH3:21])[c:9]([CH:12]([C:13](=[O:14])[O:15][CH2:16][CH3:17])[CH2:18][CH2:19][CH3:20])[c:10]2-[c:26]1[cH:25][cH:24][c:23]([CH3:30])[cH:28][cH:27]1.